From a dataset of the Open Reaction Database (ORD), a public repository of structured organic reaction records. describe an organic reaction: reactants, conditions, products, and yield Reactants: C[SiH](Cl)Cl, ClCc1ccccc1. Product: Cl[SiH](Cl)CCc1ccccc1. As a reaction SMILES: [CH3:9][SiH:10]([Cl:11])[Cl:12].[Cl:1][CH2:2][c:3]1[cH:4][cH:5][cH:6][cH:7][cH:8]1>>[CH2:2]([c:3]1[cH:4][cH:5][cH:6][cH:7][cH:8]1)[CH2:9][SiH:10]([Cl:11])[Cl:12]. Starting materials: C(C1=CC=CC=C1)OC(=O)N1[C@H](C(=O)O)CCC1 (N-Benzyloxycarbonyl-L-proline), COC(CO)OC (2,2-dimethoxyethanol), C1CCC(CC1)N=C=NC2CCCCC2 (DCC). Reagents/catalysts: CN(C)C=1C=CN=CC1 (DMAP). The solvent is ClCCl (dichloromethane). The product is C(C1=CC=CC=C1)OC(=O)N1[C@H](C(=O)OCC(OC)OC)CCC1 (2,2-dimethoxyethyl N-benzyloxycarbonyl-L-prolinate). Isolated yield 95.0%. As a reaction SMILES: [CH2:1]([O:8][C:9]([N:11]1[CH2:18][CH2:17][CH2:16][C@H:12]1[C:13]([OH:15])=[O:14])=[O:10])[C:2]1[CH:7]=[CH:6][CH:5]=[CH:4][CH:3]=1.[CH3:19][O:20][CH:21]([O:24][CH3:25])[CH2:22]O.C1CCC(N=C=NC2CCCCC2)CC1>CN(C1C=CN=CC=1)C.ClCCl>[CH2:1]([O:8][C:9]([N:11]1[CH2:18][CH2:17][CH2:16][C@H:12]1[C:13]([O:15][CH2:22][CH:21]([O:24][CH3:25])[O:20][CH3:19])=[O:14])=[O:10])[C:2]1[CH:3]=[CH:4][CH:5]=[CH:6][CH:7]=1. Procedure: To a 100 mL, round bottom flask equipped with a magnetic stirrer and nitrogen inlet is added N-Benzyloxycarbonyl-L-proline (3.5 g), dichloromethane (25 mL) and 2,2-dimethoxyethanol (1.8 g). The mixture is cooled using an ice bath (0-5° C.) and DMAP (86 mg) is added. DCC (3.06 g) is added to the mixture over a period of 2 minutes. The resulting precipitate is filtered, washed with heptanes (2×10 mL) and the filtrate is concentrated under reduced pressure. The residue was purified by silica gel ch... Starting materials: COc1ccc(OC)c2nc3ccccc3cc12, CN(C)c1ccncc1, ClCCl, O=S(=O)(OS(=O)(=O)C(F)(F)F)C(F)(F)F, Cc1cccc(C)n1. Product: COc1ccc(OC)c2c(OS(=O)(=O)C(F)(F)F)c3ccccc3nc12. As a reaction SMILES: [CH3:1][O:2][c:3]1[cH:4][cH:5][c:6]([O:17][CH3:18])[c:7]2[n:8][c:9]3[cH:10][cH:11][cH:12][cH:13][c:14]3[cH:15][c:16]12.[CH3:45][N:46]([c:47]1[cH:48][cH:49][n:50][cH:51][cH:52]1)[CH3:53].[Cl:42][CH2:43][Cl:44].[F:27][C:28]([S:29](=[O:30])(=[O:31])[O:32][S:33]([C:34]([F:35])([F:36])[F:37])(=[O:38])=[O:39])([F:40])[F:41].[n:19]1[c:20]([CH3:21])[cH:22][cH:23][cH:24][c:25]1[CH3:26]>>[CH3:1][O:2][c:3]1[cH:4][cH:5][c:6]([O:17][CH3:18])[c:7]2[n:8][c:9]3[cH:10][cH:11][cH:12][cH:13][c:14]3[c:15]([O:32][S:29]([C:28]([F:27])([F:40])[F:41])(=[O:30])=[O:31])[c:16]12. Reactants: CCOC(=O)CC(CC(=O)Cc1ccccn1)C(C)C, CC[O-], [Na+]. Yields the product CC(C)C1CC(=O)C(c2ccccn2)C(=O)C1. RXN SMILES: [CH3:1][CH:2]([CH3:3])[CH:4]([CH2:5][C:6]([O:8][CH2:7][CH3:9])=[O:10])[CH2:11][C:12]([CH2:13][c:14]1[n:15][cH:16][cH:17][cH:18][cH:19]1)=[O:20].[CH3:22][CH2:23][O-:24].[Na+:21]>>[CH3:1][CH:2]([CH3:3])[CH:4]1[CH2:5][C:6](=[O:8])[CH:13]([c:14]2[n:15][cH:16][cH:17][cH:18][cH:19]2)[C:12](=[O:20])[CH2:11]1. Reactants: ICC=1SC=C(N1)C1=CC(=CC=C1)C(F)(F)F (2-(iodomethyl)-4-[3-(trifluoromethyl)phenyl]-1,3-thiazole), FC=1C=C(C=CC1C(=O)OC)B(O)O (3-fluoro-4-methoxycarbonylphenylboronic acid), C([O-])([O-])=O.[Cs+].[Cs+] (cesium carbonate). The solvent is O1CCCC1.O (tetrahydrofuran water). Run at temperature 90 celsius, time 8 hour. Product: FC1=C(C(=O)OC)C=CC(=C1)CC=1SC=C(N1)C1=CC(=CC=C1)C(F)(F)F (methyl 2-fluoro-4-({4-[3-(trifluoromethyl)phenyl]-1,3-thiazol-2-yl}methyl)benzoate). Reaction SMILES: I[CH2:2][C:3]1[S:4][CH:5]=[C:6]([C:8]2[CH:13]=[CH:12][CH:11]=[C:10]([C:14]([F:17])([F:16])[F:15])[CH:9]=2)[N:7]=1.[F:18][C:19]1[CH:20]=[C:21](B(O)O)[CH:22]=[CH:23][C:24]=1[C:25]([O:27][CH3:28])=[O:26].C(=O)([O-])[O-].[Cs+].[Cs+]>O1CCCC1.O>[F:18][C:19]1[CH:20]=[C:21]([CH2:2][C:3]2[S:4][CH:5]=[C:6]([C:8]3[CH:13]=[CH:12][CH:11]=[C:10]([C:14]([F:17])([F:16])[F:15])[CH:9]=3)[N:7]=2)[CH:22]=[CH:23][C:24]=1[C:25]([O:27][CH3:28])=[O:26] |f:2.3.4,5.6|. Reported procedure: Under a nitrogen atmosphere, to a mixed solvent of the compound (270 mg, 0.72 mmol) obtained in Example 190c, 3-fluoro-4-methoxycarbonylphenylboronic acid (170 mg, 0.86 mmol) and cesium carbonate (1.2 g, 3.6 mmol) in tetrahydrofuran-water (v/v=5/1, 6 mL) was added [1,1′-bis(diphenylphosphino)ferrocene]dichloropalladium(II) dichloromethane complex (120 mg, 0.14 mmol), and the mixture was stirred at 90° C. overnight. The resulting salt was filtered and removed, and the solvent was evaporated under... Reactants: ClC=1C=CC(=NC1)OC1CCN(CC1)S(=O)(=O)CC1(NC(NC1=O)=O)CCCNC(OC(C)(C)C)=O (1,1-dimethylethyl 3-{4-[({4-[(5-chloropyridin-2-yl)oxy]piperidin-1-yl}sulfonyl)methyl]-2,5-dioxoimidazolidin-4-yl}propylcarbamate), C(=O)(C(F)(F)F)O (TFA). Solvent: C(Cl)Cl (CH2Cl2). Reaction conditions: time 1 hour. The product is FC(C(=O)O)(F)F.NCCCC1(C(NC(N1)=O)=O)CS(=O)(=O)N1CCC(CC1)OC1=NC=C(C=C1)Cl (5-(3-aminopropyl)-5-[({4-[(5-chloropyridin-2-yl)oxy]piperidin-1-yl}sulfonyl)methyl]imidazolidine-2,4-dione trifluoroacetic acid). The yield is 93.0%. RXN SMILES: [Cl:1][C:2]1[CH:3]=[CH:4][C:5]([O:8][CH:9]2[CH2:14][CH2:13][N:12]([S:15]([CH2:18][C:19]3([CH2:26][CH2:27][CH2:28][NH:29]C(=O)OC(C)(C)C)[C:23](=[O:24])[NH:22][C:21](=[O:25])[NH:20]3)(=[O:17])=[O:16])[CH2:11][CH2:10]2)=[N:6][CH:7]=1.[C:37]([OH:43])([C:39]([F:42])([F:41])[F:40])=[O:38]>C(Cl)Cl>[F:40][C:39]([F:42])([F:41])[C:37]([OH:43])=[O:38].[NH2:29][CH2:28][CH2:27][CH2:26][C:19]1([CH2:18][S:15]([N:12]2[CH2:13][CH2:14][CH:9]([O:8][C:5]3[CH:4]=[CH:3][C:2]([Cl:1])=[CH:7][N:6]=3)[CH2:10][CH2:11]2)(=[O:16])=[O:17])[NH:20][C:21](=[O:25])[NH:22][C:23]1=[O:24] |f:3.4|. Procedure details: 1,1-dimethylethyl 3-{4-[({4-[(5-chloropyridin-2-yl)oxy]piperidin-1-yl}sulfonyl)methyl]-2,5-dioxoimidazolidin-4-yl}propylcarbamate (426 mg, 0.78 mmol) was dissolved in 10 mL CH2Cl2 and 4 mL of TFA was added. The reaction was stirred at rt for 1 hour. The solvent was removed to give 408 mg (93%) of the title compound as a white solid.